The task is: describe an organic reaction: reactants, conditions, products, and yield. This data is from the Open Reaction Database (ORD), a public repository of structured organic reaction records. Starting materials: carboxylic esters, carboxylic acids, ClCCCS(=O)(=O)OCC([C@H](C(=O)O)OC(C)=O)(C)C ((2R)-4-[(3-chloropropyl)sulfonyloxy]-2-acetyloxy-3,3-dimethylbutanoic acid), C(C(=O)Cl)(=O)Cl (oxalyl chloride), CN(C=O)C (N,N-dimethylformamide), N1=CC(=CC=C1)CO (3-pyridylmethanol), acid chloride. Run in ClCCl (dichloromethane), ClCCl (dichloromethane). The product is ClCCCS(=O)(=O)OCC([C@H](C(=O)OCC=1C=NC=CC1)OC(C)=O)(C)C (3-Pyridylmethyl (2R)-4-[(3-chloropropyl)sulfonyloxy]-2-acetyloxy-3,3-dimethylbutanoate). Yield: 55.5%. As a reaction SMILES: [Cl:1][CH2:2][CH2:3][CH2:4][S:5]([O:8][CH2:9][C:10]([CH3:20])([CH3:19])[C@@H:11]([O:15][C:16](=[O:18])[CH3:17])[C:12]([OH:14])=[O:13])(=[O:7])=[O:6].C(Cl)(=O)C(Cl)=O.CN(C)C=O.[N:32]1[CH:37]=[CH:36][CH:35]=[C:34]([CH2:38]O)[CH:33]=1>ClCCl>[Cl:1][CH2:2][CH2:3][CH2:4][S:5]([O:8][CH2:9][C:10]([CH3:20])([CH3:19])[C@@H:11]([O:15][C:16](=[O:18])[CH3:17])[C:12]([O:14][CH2:38][C:34]1[CH:33]=[N:32][CH:37]=[CH:36][CH:35]=1)=[O:13])(=[O:6])=[O:7]. Procedure details: Following the general procedure for the preparation of carboxylic esters from carboxylic acids of Description 15, (2R)-4-[(3-chloropropyl)sulfonyloxy]-2-acetyloxy-3,3-dimethylbutanoic acid (16) (0.31 g, 0.94 mmol) dissolved in 10 mL of anhydrous dichloromethane (DCM) was reacted with 0.56 mL (1.1 mmol) of oxalyl chloride (2.0 M in DCM) in the presence of a catalytic amount of N,N-dimethylformamide (DMF). After completion of the reaction, a solution of 0.28 mL of 3-pyridylmethanol (0.26 g, 2.3 mm... The reactants are O1C(=NC2=C1C=CC=C2)C2=CC=C(CBr)C=C2 (4-(benzoxazol-2-yl)benzyl bromide), [N-]=[N+]=[N-].[Na+] (sodium azide), CS(=O)C (dimethylsulfoxide). Solvent: C1CCOC1 (THF), C(Cl)Cl (CH2Cl2). Reaction conditions: time 24 hour. The product is O1C(=NC2=C1C=CC=C2)C2=CC=C(CN=[N+]=[N-])C=C2 (4-(benzoxazol-2-yl)benzylazide). RXN SMILES: [O:1]1[C:5]2[CH:6]=[CH:7][CH:8]=[CH:9][C:4]=2[N:3]=[C:2]1[C:10]1[CH:17]=[CH:16][C:13]([CH2:14]Br)=[CH:12][CH:11]=1.[N-:18]=[N+:19]=[N-:20].[Na+].CS(C)=O>C1COCC1.C(Cl)Cl>[O:1]1[C:5]2[CH:6]=[CH:7][CH:8]=[CH:9][C:4]=2[N:3]=[C:2]1[C:10]1[CH:17]=[CH:16][C:13]([CH2:14][N:18]=[N+:19]=[N-:20])=[CH:12][CH:11]=1 |f:1.2|. Procedure: To a solution of 4-(benzoxazol-2-yl)benzyl bromide (0.49 g; 1.7 mmol) in THF (3 ml) is added sodium azide (0.22 g; 3.4 mmol) and dimethylsulfoxide (1 ml). The reaction is stirred for 24 hours and diluted with CH2Cl2, washed with H2O 3× and brine, dried (MgSO4) and concentrated in vacuo. The product is purified by column chromatography using 50% CH2Cl2 /petroleum ether to yield 4-(benzoxazol-2-yl)benzylazide as a white solid which is used directly in Step B. Starting materials: CO, CCOC(=O)C(CC(C)C)c1ccc([N+](=O)[O-])c(OCC2CC2)c1. The product is CCOC(=O)C(CC(C)C)c1ccc(N)c(OCC2CC2)c1. Reaction SMILES: [CH3:25][OH:26].[CH:1]1([CH2:4][O:5][c:6]2[cH:7][c:8]([CH:15]([C:16](=[O:17])[O:18][CH2:19][CH3:20])[CH2:21][CH:22]([CH3:23])[CH3:24])[cH:9][cH:10][c:11]2[N+:12]([O-:13])=[O:14])[CH2:2][CH2:3]1>>[CH:1]1([CH2:4][O:5][c:6]2[cH:7][c:8]([CH:15]([C:16](=[O:17])[O:18][CH2:19][CH3:20])[CH2:21][CH:22]([CH3:23])[CH3:24])[cH:9][cH:10][c:11]2[NH2:12])[CH2:2][CH2:3]1.